From a dataset of the Open Reaction Database (ORD), a public repository of structured organic reaction records. describe an organic reaction: reactants, conditions, products, and yield Reactants: ClC1=CC=C(CN2C(=CC=3C2=NC=C(C3)OC)/C=C/C(=O)O)C=C1 ((E)-3-[1-(4-Chloro-benzyl)-5-methoxy-1H-pyrrolo[2,3-b]pyridin-2-yl]-acrylic acid), O (water). The solvent is C1CCOC1 (THF). Product: ClC1=CC=C(CN2C(=CC=3C2=NC=C(C3)OC)CO)C=C1 ([1-(4-Chloro-benzyl)-5-methoxy-1H-pyrrolo[2,3-b]pyridin-2-yl]-methanol). As a reaction SMILES: [Cl:1][C:2]1[CH:24]=[CH:23][C:5]([CH2:6][N:7]2[C:11]3=[N:12][CH:13]=[C:14]([O:16][CH3:17])[CH:15]=[C:10]3[CH:9]=[C:8]2/[CH:18]=C/C(O)=O)=[CH:4][CH:3]=1.[OH2:25]>C1COCC1>[Cl:1][C:2]1[CH:24]=[CH:23][C:5]([CH2:6][N:7]2[C:11]3=[N:12][CH:13]=[C:14]([O:16][CH3:17])[CH:15]=[C:10]3[CH:9]=[C:8]2[CH2:18][OH:25])=[CH:4][CH:3]=1. Procedure details: To Ethyl 1-(4-chloro-benzyl)-5-methoxy-1H-pyrrolo[2,3-b]pyridine-2-carboxylate from step 4 (170 mg, 0.493 mmol) in THF (4 mL), was added LiA1H4 (21 mg, 0.542 mmol) and heated to reflux for 30 min. After cooling, the reaction mixture was poured into water, extracted with EtOAc (4×25 mL), the organic phase dried (Na2SO4), filtered and evaporated in vacuo. The residue was purified on silica gel eluting with a gradient of 0 to 40% EtOAc in hexanes to yield the title alcohol. The reactants are C(Cl)(Cl)(Cl)Cl (carbon tetrachloride), ClCl (chlorine), C(C)(=O)SC(=C(C(=O)OCC1=CC=C(C=C1)[N+](=O)[O-])N1C(CC1SC)=O)SC(C)=O (p-nitrobenzyl 2-[bis(acetylthio)methylidene]-2-(4-methylthio-2-azetidinon-1-yl)acetate). Solvent: C(Cl)Cl (methylene chloride). Yields the product C(C)(=O)SC(=C(C(=O)OCC1=CC=C(C=C1)[N+](=O)[O-])N1C(CC1Cl)=O)SC(C)=O (p-nitrobenzyl 2-[bis(acetylthio)methylidene]-2-(4chloro-2-azetidinon-1-yl)acetate). RXN SMILES: [C:1]([Cl:5])(Cl)(Cl)Cl.ClCl.[C:8]([S:11][C:12]([S:34][C:35](=[O:37])[CH3:36])=[C:13]([N:27]1C(SC)[CH2:29][C:28]1=[O:33])[C:14]([O:16][CH2:17][C:18]1[CH:23]=[CH:22][C:21]([N+:24]([O-:26])=[O:25])=[CH:20][CH:19]=1)=[O:15])(=[O:10])[CH3:9]>C(Cl)Cl>[C:8]([S:11][C:12]([S:34][C:35](=[O:37])[CH3:36])=[C:13]([N:27]1[CH:1]([Cl:5])[CH2:29][C:28]1=[O:33])[C:14]([O:16][CH2:17][C:18]1[CH:23]=[CH:22][C:21]([N+:24]([O-:26])=[O:25])=[CH:20][CH:19]=1)=[O:15])(=[O:10])[CH3:9]. Procedure details: Following the procedure of Example 1(b), a carbon tetrachloride solution containing an equimolar amount of chlorine was added to a solution of p-nitrobenzyl 2-[bis(acetylthio)methylidene]-2-(4-methylthio-2-azetidinon-1-yl)acetate (144 mg, 0.306 mmole) in methylene chloride (2 ml) to give p-nitrobenzyl 2-[bis(acetylthio)methylidene]-2-(4chloro-2-azetidinon-1-yl)acetate. This crude 4-chloroazetidinone derivative was dissolved in methylene chloride (3 ml) and triethylamine (43 μl), and then 135 μl ... The reactants are C(=O)(O)C1=C(C(=CC(=C1)C(C)(C)C)S(=O)(=O)C)O (2-carboxy-4-(1,1-dimethylethyl)-6-methylsulfonylphenol), CO (methanol), S(O)(O)(=O)=O (sulfuric acid). Product: COC(=O)C1=C(C(=CC(=C1)C(C)(C)C)S(=O)(=O)C)O (2-methoxycarbonyl-4-(1,1-dimethylethyl)-6-methylsulfonylphenol). RXN SMILES: [C:1]([C:4]1[CH:9]=[C:8]([C:10]([CH3:13])([CH3:12])[CH3:11])[CH:7]=[C:6]([S:14]([CH3:17])(=[O:16])=[O:15])[C:5]=1[OH:18])([OH:3])=[O:2].S(=O)(=O)(O)O.[CH3:24]O>>[CH3:24][O:2][C:1]([C:4]1[CH:9]=[C:8]([C:10]([CH3:13])([CH3:12])[CH3:11])[CH:7]=[C:6]([S:14]([CH3:17])(=[O:16])=[O:15])[C:5]=1[OH:18])=[O:3]. Procedure: 1.0 g (0.003 mol) of 2-carboxy-4-(1,1-dimethylethyl)-6-methylsulfonylphenol prepared in Example 3 is dissolved in 6 ml of methanol, and heated under reflux with 0.1 ml of concentrated sulfuric acid for 2 days. The mixture is poured onto ice-water, and this is extracted with ethyl acetate, the solvent is removed in vacuo and the residue is subjected to chromatography on silica gel using ethyl acetate/toluene 4:1 as the eluting agent. The reactants are C(C)(C)(C)OC(=O)NCCC1=CC=C(C=C1)CC(=O)N[C@H]1C[C@@H](NC2=CC(=CC(=C12)Cl)Cl)C(=O)OC (trans-4(4-tertiary-butyloxycarbonylaminoethylphenyl)methylcarbonylamino-5,7-dichloro-2-methoxycarbonyl-1,2,3,4-tetrahydroquinoline), Cl (hydrogen chloride). Run in C(C)(=O)OCC (ethyl acetate), C(C)(=O)OCC (ethyl acetate). Run at time 40 minute. Product: Cl.NCCC1=CC=C(C=C1)CC(=O)N[C@H]1C[C@@H](NC2=CC(=CC(=C12)Cl)Cl)C(=O)OC (Trans-4-(4-aminoethylphenyl)methylcarbonylamino-5,7-dichloro-2-methoxycarbonyl-1,2,3,4-tetrahydroquinoline hydrochloride). Yield: 182.8%. Reaction SMILES: C(OC([NH:8][CH2:9][CH2:10][C:11]1[CH:16]=[CH:15][C:14]([CH2:17][C:18]([NH:20][C@@H:21]2[C:30]3[C:25](=[CH:26][C:27]([Cl:32])=[CH:28][C:29]=3[Cl:31])[NH:24][C@@H:23]([C:33]([O:35][CH3:36])=[O:34])[CH2:22]2)=[O:19])=[CH:13][CH:12]=1)=O)(C)(C)C.Cl>C(OCC)(=O)C>[ClH:31].[NH2:8][CH2:9][CH2:10][C:11]1[CH:12]=[CH:13][C:14]([CH2:17][C:18]([NH:20][C@@H:21]2[C:30]3[C:25](=[CH:26][C:27]([Cl:32])=[CH:28][C:29]=3[Cl:31])[NH:24][C@@H:23]([C:33]([O:35][CH3:36])=[O:34])[CH2:22]2)=[O:19])=[CH:15][CH:16]=1 |f:3.4|. Procedure details: To a solution of trans-4(4-tertiary-butyloxycarbonylaminoethylphenyl)methylcarbonylamino-5,7-dichloro-2-methoxycarbonyl-1,2,3,4-tetrahydroquinoline (Example 106c) (0.150 g, 0.28 mmol) in ethyl acetate (5 ml) was added a saturated solution of hydrogen chloride in ethyl acetate (5 ml) and the resulting mixture was stirred at room temperature for 40 minutes. The solvent was then removed under vacuum and the residue was triturated with hot ethyl acetate. A gummy solid was collected by filtration and... Starting materials: C(C)C(C(=O)NCC(=O)OCC)CC (ethyl N-(2-ethylbutyryl)glycinate), [OH-].[Na+] (sodium hydroxide). Solvent: CO (methanol). Reaction conditions: time 1.5 hour. The product is C(C)C(C(=O)NCC(=O)[O-])CC.[Na+] (SODIUM N-(2-ETHYLBUTYRYL)GLYCINATE). RXN SMILES: [CH2:1]([CH:3]([CH2:13][CH3:14])[C:4]([NH:6][CH2:7][C:8]([O:10]CC)=[O:9])=[O:5])[CH3:2].[OH-].[Na+:16]>CO>[CH2:13]([CH:3]([CH2:1][CH3:2])[C:4]([NH:6][CH2:7][C:8]([O-:10])=[O:9])=[O:5])[CH3:14].[Na+:16] |f:1.2,4.5|. Procedure: To a solution of ethyl N-(2-ethylbutyryl)glycinate (33.73 g) in 100 mL of methanol was added 167.6 mL of 1N sodium hydroxide, and the solution stirred for 1.5 hr. Solvents were evaporated in vacuo, and then fresh methanol was added and evaporated to give 32.6 g of a pale yellow oil. Starting materials: ClCCCN(C)CCC1=CC=CC=C1 (N-(3-chloropropyl)-N-methylphenethylamine), [OH-].[K+] (potassium hydroxide), COC=1C=C(C=CC1)CC#N (3-methoxyphenylacetonitrile), C(C)(C)Br (isopropyl bromide). The reagents and catalysts are C(COCCOC)N(CCOCCOC)CCOCCOC (tris(3,6-dioxaheptyl)-amine). Solvent: C1(=CC=CC=C1)C (toluene), O (water), C1(=CC=CC=C1)C (toluene). Run at time 2 hour. Yields the product C(CC1=CC=CC=C1)N(CCCC(C#N)(C(C)C)C1=CC(=CC=C1)OC)C (5-[(Phenethyl)-methylamino]-2-(3-methoxyphenyl)-2-isopropylvaleronitrile). Isolated yield 71.6%. Reaction SMILES: [CH3:1][O:2][C:3]1[CH:4]=[C:5]([CH2:9][C:10]#[N:11])[CH:6]=[CH:7][CH:8]=1.[OH-].[K+].[CH:14](Br)([CH3:16])[CH3:15].Cl[CH2:19][CH2:20][CH2:21][N:22]([CH2:24][CH2:25][C:26]1[CH:31]=[CH:30][CH:29]=[CH:28][CH:27]=1)[CH3:23]>C1(C)C=CC=CC=1.C(N(CCOCCOC)CCOCCOC)COCCOC.O>[CH2:24]([N:22]([CH3:23])[CH2:21][CH2:20][CH2:19][C:9]([C:5]1[CH:6]=[CH:7][CH:8]=[C:3]([O:2][CH3:1])[CH:4]=1)([CH:14]([CH3:16])[CH3:15])[C:10]#[N:11])[CH2:25][C:26]1[CH:31]=[CH:30][CH:29]=[CH:28][CH:27]=1 |f:1.2|. Procedure: 13.5 g (0.1 mole) of 3-methoxyphenylacetonitrile were dissolved in 15 ml of toluene, and 52 g (0.8 mole) of 85% strength potassium hydroxide powder and 0.2 g of tris(3,6-dioxaheptyl)-amine were added. Thereafter, 12.3 g (0.1 mole) of isopropyl bromide were added dropwise to the stirred mixture at a rate such that the reaction temperature did not exceed 50° C. When the addition was complete, stirring was continued for 2 hours at 50° C., after which a solution of 21.2 g (0.1 mole) of N-(3-chloropr... Starting materials: CN(C)c1ccncc1, O=C(Cl)C1CC1, Cc1ccc(NC(=O)c2cccc(C(C)(C)C#N)c2)cc1Oc1ccc2nc(N)sc2c1. Product: Cc1ccc(NC(=O)c2cccc(C(C)(C)C#N)c2)cc1Oc1ccc2nc(NC(=O)C3CC3)sc2c1. RXN SMILES: [CH3:39][N:40]([CH3:41])[c:42]1[cH:43][cH:44][n:45][cH:46][cH:47]1.[CH:33]1([C:36](=[O:37])[Cl:38])[CH2:34][CH2:35]1.[NH2:1][c:2]1[s:3][c:4]2[c:5]([n:6]1)[cH:7][cH:8][c:9]([O:11][c:12]1[cH:13][c:14]([NH:19][C:20]([c:21]3[cH:22][c:23]([C:27]([CH3:28])([CH3:29])[C:30]#[N:31])[cH:24][cH:25][cH:26]3)=[O:32])[cH:15][cH:16][c:17]1[CH3:18])[cH:10]2>>[NH:1]([c:2]1[s:3][c:4]2[c:5]([n:6]1)[cH:7][cH:8][c:9]([O:11][c:12]1[cH:13][c:14]([NH:19][C:20]([c:21]3[cH:22][c:23]([C:27]([CH3:28])([CH3:29])[C:30]#[N:31])[cH:24][cH:25][cH:26]3)=[O:32])[cH:15][cH:16][c:17]1[CH3:18])[cH:10]2)[C:36]([CH:33]1[CH2:34][CH2:35]1)=[O:37]. As a reaction SMILES: [CH3:13][CH2:14][O:15][CH2:16][CH3:17].[N+:10](=[N-:11])=[CH2:12].[O:1]=[C:2]1[CH2:3][CH:4]([C:7](=[O:8])[OH:9])[CH2:5][CH2:6]1>>[O:1]=[C:2]1[CH2:3][CH:4]([C:7]([O:8][CH3:12])=[O:9])[CH2:5][CH2:6]1. The product is COC(=O)C1CCC(=O)C1. The reactants are CCOCC, C=[N+]=[N-], O=C1CCC(C(=O)O)C1. The reactants are BrC=1CCC2=C(C=C(C=C2C1)OC)C (3-bromo-6-methoxy-8-methyl-1,2-dihydro-naphthalene), C(#N)C1=C(C(=O)C(=C(C1=O)Cl)Cl)C#N (DDQ). Solvent: O1CCOCC1 (1,4-dioxane). Product: BrC=1C=C2C=C(C=C(C2=CC1)C)OC (6-bromo-3-methoxy-1-methyl-naphthalene). As a reaction SMILES: [Br:1][C:2]1[CH2:3][CH2:4][C:5]2[C:10]([CH:11]=1)=[CH:9][C:8]([O:12][CH3:13])=[CH:7][C:6]=2[CH3:14].C(C1C(=O)C(Cl)=C(Cl)C(=O)C=1C#N)#N>O1CCOCC1>[Br:1][C:2]1[CH:11]=[C:10]2[C:5](=[CH:4][CH:3]=1)[C:6]([CH3:14])=[CH:7][C:8]([O:12][CH3:13])=[CH:9]2. Reported procedure: To the solution of 3-bromo-6-methoxy-8-methyl-1,2-dihydro-naphthalene (8.0 g, 0.03 mol) from Step 3 in 1,4-dioxane (40 ml), DDQ (7.9 g, 0.03 mol) was added and the mixture was refluxed for 2 h. The solvent was removed and the crude product was purified by chromatography (silica gel:hexane:ethyl acetate/20:1) to provide 6-bromo-3-methoxy-1-methyl-naphthalene, 3.7 g. Starting materials: OC[C@@H](C=1C=NC(=CC1)OCCC)NC(=O)[C@@H]1[C@H](C1)C1=CC=CC=C1 ((1S,2S)-2-Phenyl-cyclopropanecarboxylic acid [(R)-2-hydroxy-1-(6-propoxy-pyridin-3-yl)-ethyl]-amide), N[C@@H](CO)C1=NC=C(C=C1)OCC ((R)-2-Amino-2-(5-ethoxy-pyridin-2-yl)-ethanol), BrC1=NC=C(C=C1)OCC (2-Bromo-5-ethoxy-pyridine). Yields the product C(C)OC=1C=CC(=NC1)[C@H](CO)NC(=O)[C@@H]1[C@H](C1)C1=CC=CC=C1 ((1S,2S)-2-Phenyl-cyclopropanecarboxylic acid [(R)-1-(5-ethoxy-pyridin-2-yl)-2-hydroxy-ethyl]-amide). As a reaction SMILES: [OH:1][CH2:2][C@H:3]([NH:14][C:15]([C@H:17]1[CH2:19][C@@H:18]1[C:20]1[CH:25]=[CH:24][CH:23]=[CH:22][CH:21]=1)=[O:16])[C:4]1C=N[C:7]([O:10][CH2:11][CH2:12]C)=[CH:8][CH:9]=1.[NH2:26][C@H:27](C1C=CC(OCC)=CN=1)CO.BrC1C=CC(OCC)=CN=1>>[CH2:11]([O:10][C:7]1[CH:8]=[CH:9][C:4]([C@@H:3]([NH:14][C:15]([C@H:17]2[CH2:19][C@@H:18]2[C:20]2[CH:21]=[CH:22][CH:23]=[CH:24][CH:25]=2)=[O:16])[CH2:2][OH:1])=[N:26][CH:27]=1)[CH3:12]. Procedure details: Prepared analogously to Compound 21 using IM46 and (R)-2-Amino-2-(5-ethoxy-pyridin-2-yl)-ethanol (prepared from commercially available 2-Bromo-5-ethoxy-pyridine CAS 42834-01-5 analogously to IM36). Compound 52 was further purified by SFC (Column: Chiralpack OJ250×30 mm, Mobile phase: Supercrital CO2/MeOH+NH4OH=55/45 at 50 mL/min, column temperature: 38° C., Nozzle Pressure: 100 Bar, Nozzle Temp=60° C., Evaporator temp=20 C, Trimmer temp=25° C., Detector: 220 nm). Yield=163 mg. 1H NMR (CDCl3 400 ...